From a dataset of the Open Reaction Database (ORD), a public repository of structured organic reaction records. describe an organic reaction: reactants, conditions, products, and yield Reactants: ClC=1C=C(C=CC1OCCN(CC)CC)NC(C#CC1=CC=C(C=C1)C1=CC=CC=C1)=O (3-biphenyl-4-ylpropynoic acid-[3-chloro-4-(2-diethylaminoethoxy)phenyl]amide), C(C)O (ethanol), N1CCCCC1 (piperidine). The solvent is CCOCC (ether). Reaction conditions: time 8 hour. The product is C1(=CC=C(C=C1)C(CC(=O)NC1=CC(=C(C=C1)OCCN(CC)CC)Cl)=O)C1=CC=CC=C1 (3-biphenyl-4-yl-N-[3-chloro-4-(2-diethylaminoethoxy)phenyl]-3-oxopropionamide). As a reaction SMILES: [Cl:1][C:2]1[CH:3]=[C:4]([NH:16][C:17](=[O:32])[C:18]#[C:19][C:20]2[CH:25]=[CH:24][C:23]([C:26]3[CH:31]=[CH:30][CH:29]=[CH:28][CH:27]=3)=[CH:22][CH:21]=2)[CH:5]=[CH:6][C:7]=1[O:8][CH2:9][CH2:10][N:11]([CH2:14][CH3:15])[CH2:12][CH3:13].N1CCCCC1.C([OH:41])C>CCOCC>[C:23]1([C:26]2[CH:27]=[CH:28][CH:29]=[CH:30][CH:31]=2)[CH:22]=[CH:21][C:20]([C:19](=[O:41])[CH2:18][C:17]([NH:16][C:4]2[CH:5]=[CH:6][C:7]([O:8][CH2:9][CH2:10][N:11]([CH2:12][CH3:13])[CH2:14][CH3:15])=[C:2]([Cl:1])[CH:3]=2)=[O:32])=[CH:25][CH:24]=1. Procedure: 0.16 g (0.36 mmol) of 3-biphenyl-4-ylpropynoic acid-[3-chloro-4-(2-diethylaminoethoxy)phenyl]amide (educt XII.1) is dissolved in 10 mL of aqueous ethanol and 0.10 mL (1.0 mmol) of piperidine is added. The mixture is stirred for 8 hours at reflux temperature. After cooling, the solvent is eliminated, and the residue is suspended in ether and filtered off. The residue is dried in vacuo at 50° C. Yield: 75 mg (45% of theory); Rf value: 0.40 (silica gel, methylene chloride/methanol/ammonia=9:1:0.01)...